This data is from the Open Reaction Database (ORD), a public repository of structured organic reaction records. The task is: describe an organic reaction: reactants, conditions, products, and yield Product: C(C)OC(=O)N1N(CCCC1)C(=O)Cl (N-ethoxycarbonyl-N'-chlorocarbonylhexahydropyridazine). Starting materials: 4-[2-(4-chlorobenzyloxy)-5-pyridyl]-1,2-tetramethylenetriazolidine-3,5-dione, C(C)OC(=O)N1NCCCC1 (N-ethoxycarbonylhexahydropyridazine), C(=O)(Cl)Cl (phosgene). Reaction SMILES: [CH2:1]([O:3][C:4]([N:6]1[CH2:11][CH2:10][CH2:9][CH2:8][NH:7]1)=[O:5])[CH3:2].[C:12](Cl)([Cl:14])=[O:13]>>[CH2:1]([O:3][C:4]([N:6]1[CH2:11][CH2:10][CH2:9][CH2:8][N:7]1[C:12]([Cl:14])=[O:13])=[O:5])[CH3:2]. Reported procedure: In the same way, 4-[2-(4-chlorobenzyloxy)-5-pyridyl]-1,2-tetramethylenetriazolidine-3,5-dione is prepared by reacting N-ethoxycarbonylhexahydropyridazine with phosgene to give N-ethoxycarbonyl-N'-chlorocarbonylhexahydropyridazine, which is then reacted with 5-amino-2-(4-chlorobenzyloxy)pyridine.